Dataset: the Open Reaction Database (ORD), a public repository of structured organic reaction records. Task: describe an organic reaction: reactants, conditions, products, and yield The reactants are CC(C)(C)OC(=O)NN, CCN(C(C)C)C(C)C, O=C(Cl)Cc1ccc(F)cc1Cl, ClCCl. The product is CC(C)(C)OC(=O)NNC(=O)Cc1ccc(F)cc1Cl. As a reaction SMILES: [C:13]([NH:14][NH2:15])(=[O:16])[O:17][C:18]([CH3:19])([CH3:20])[CH3:21].[CH:22]([N:23]([CH2:24][CH3:25])[CH:26]([CH3:27])[CH3:28])([CH3:29])[CH3:30].[Cl:1][c:2]1[c:3]([CH2:9][C:10](=[O:11])[Cl:12])[cH:4][cH:5][c:6]([F:8])[cH:7]1.[Cl:31][CH2:32][Cl:33]>>[Cl:1][c:2]1[c:3]([CH2:9][C:10](=[O:11])[NH:15][NH:14][C:13](=[O:16])[O:17][C:18]([CH3:19])([CH3:20])[CH3:21])[cH:4][cH:5][c:6]([F:8])[cH:7]1. Starting materials: P(=O)(Cl)(Cl)Cl (phosphorus oxychloride), OC1=C(C=C(CCN)C=C1)OC (4-hydroxy-3-methoxyphenethylamine), C1(=CC=CC=C1)C1(CCCC1)C(=O)O (1-phenylcyclopentane carboxylic acid), C(C)(=O)O (acetic acid), O (water). Solvent: C(C)#N (acetonitrile), CCOCC (ether). Run at temperature 200 celsius. Product: C(C(=O)O)(=O)O.C1(=CC=CC=C1)C1(CCCC1)C1NCCC2=CC=CC=C12 (1-phenylcyclopentyl-1,2,3,4-tetrahydroisoquinoline oxalate). As a reaction SMILES: [OH:1][C:2]1[CH:10]=[CH:9][C:5]([CH2:6][CH2:7][NH2:8])=[CH:4][C:3]=1[O:11]C.[C:13]1([C:19]2([C:24](O)=[O:25])[CH2:23][CH2:22][CH2:21][CH2:20]2)[CH:18]=[CH:17][CH:16]=[CH:15][CH:14]=1.C(O)(=O)C.P(Cl)(Cl)(Cl)=O.[OH2:36]>CCOCC.C(#N)C>[C:3]([OH:11])(=[O:25])[C:2]([OH:1])=[O:36].[C:13]1([C:19]2([CH:24]3[C:9]4[C:5](=[CH:4][CH:3]=[CH:2][CH:10]=4)[CH2:6][CH2:7][NH:8]3)[CH2:23][CH2:22][CH2:21][CH2:20]2)[CH:18]=[CH:17][CH:16]=[CH:15][CH:14]=1 |f:7.8|. Procedure details: A finely divided mixture of 4-hydroxy-3-methoxyphenethylamine (9.9 g) and 1-phenylcyclopentane carboxylic acid (11.9 g) was heated at 200° C. under nitrogen for two hours. The melt was cooled slightly and added to a 1:1 mixture of glacial acetic acid and water. A solid crystallised which was removed by filtration and washed with acetic acid. The filtrate was basified with excess sodium carbonate and extracted with ether. The extract was washed with 4N hydrochloric acid. The ether extract yielded... The reactants are C1(=CC=CC=C1)C(C)(OCCN1CCNCC1)C1=CC=C(C=C1)Cl (N-[2-[1-phenyl-1-(p-chlorophenyl)ethoxy]ethyl]piperazine), COC=1C=C(C=C(C1OCOCCOC)OC)C=CC=CC(=O)N1CSCC1 (N-[5-[3,5-dimethoxy-4-(β-methoxyethoxymethoxy)phenyl]-2,4-pentadienoyl]thiazolidine). Procedure: To a solution of 527 mg (1.53 mmol) of N-[2-[1-phenyl-1-(p-chlorophenyl)ethoxy]ethyl]piperazine in dry dimethylformamide (10 ml) was added, under argon atmosphere, 760 mg (1.73 mmol) of N-[5-[3,5-dimethoxy-4-(β-methoxyethoxymethoxy)phenyl]-2,4-pentadienoyl]thiazolidine, and the mixture was allowed to react at room temperature for 67 hours. The reaction mixture was concentrated by evaporation under reduced pressure and the residue was subjected to silica gel column chromatography, eluted with chl... Yield: 60.7%. The product is COC=1C=C(C=C(C1OCOCCOC)OC)C=CC=CC(=O)N1CCN(CC1)CCOC(C)(C1=CC=C(C=C1)Cl)C1=CC=CC=C1 (N-[5-[3,5-dimethoxy-4-(β-methoxyethoxymethoxy)phenyl]-2,4-pentadienoyl]-N'-[2-[1-phenyl-1-(p-chlorophenyl)ethoxy]ethyl]piperazine). Reaction SMILES: [C:1]1([C:7]([C:18]2[CH:23]=[CH:22][C:21]([Cl:24])=[CH:20][CH:19]=2)([O:9][CH2:10][CH2:11][N:12]2[CH2:17][CH2:16][NH:15][CH2:14][CH2:13]2)[CH3:8])[CH:6]=[CH:5][CH:4]=[CH:3][CH:2]=1.[CH3:25][O:26][C:27]1[CH:28]=[C:29]([CH:42]=[CH:43][CH:44]=[CH:45][C:46](N2CCSC2)=[O:47])[CH:30]=[C:31]([O:40][CH3:41])[C:32]=1[O:33][CH2:34][O:35][CH2:36][CH2:37][O:38][CH3:39]>CN(C)C=O>[CH3:41][O:40][C:31]1[CH:30]=[C:29]([CH:42]=[CH:43][CH:44]=[CH:45][C:46]([N:15]2[CH2:14][CH2:13][N:12]([CH2:11][CH2:10][O:9][C:7]([C:1]3[CH:6]=[CH:5][CH:4]=[CH:3][CH:2]=3)([C:18]3[CH:19]=[CH:20][C:21]([Cl:24])=[CH:22][CH:23]=3)[CH3:8])[CH2:17][CH2:16]2)=[O:47])[CH:28]=[C:27]([O:26][CH3:25])[C:32]=1[O:33][CH2:34][O:35][CH2:36][CH2:37][O:38][CH3:39]. Run in CN(C=O)C (dimethylformamide). The product is O=C(O)c1cc2cc(O)ccc2o1. Starting materials: BrB(Br)Br, COc1ccc2oc(C(=O)O)cc2c1, [Cl-], ClCCl, [NH4+]. As a reaction SMILES: [B:15]([Br:16])([Br:17])[Br:18].[CH3:1][O:2][c:3]1[cH:4][cH:5][c:6]2[c:7]([cH:8][c:9]([C:11](=[O:12])[OH:13])[o:10]2)[cH:14]1.[Cl-:19].[Cl:21][CH2:22][Cl:23].[NH4+:20]>>[OH:2][c:3]1[cH:4][cH:5][c:6]2[c:7]([cH:8][c:9]([C:11](=[O:12])[OH:13])[o:10]2)[cH:14]1. Starting materials: CC(C)(C)OC(=O)NC(Cc1cc(F)ccc1F)C(O)CCl, CCO, [K+], [OH-]. Product: CC(C)(C)OC(=O)NC(Cc1cc(F)ccc1F)C1CO1. As a reaction SMILES: [C:1]([CH3:2])([CH3:3])([CH3:4])[O:5][C:6]([NH:7][CH:8]([CH:9]([CH2:10][Cl:11])[OH:12])[CH2:13][c:14]1[c:15]([F:21])[cH:16][cH:17][c:18]([F:20])[cH:19]1)=[O:22].[CH3:25][CH2:26][OH:27].[K+:24].[OH-:23]>>[C:1]([CH3:2])([CH3:3])([CH3:4])[O:5][C:6]([NH:7][CH:8]([CH:9]1[CH2:10][O:12]1)[CH2:13][c:14]1[c:15]([F:21])[cH:16][cH:17][c:18]([F:20])[cH:19]1)=[O:22].